Dataset: the Open Reaction Database (ORD), a public repository of structured organic reaction records. Task: describe an organic reaction: reactants, conditions, products, and yield The reactants are OC1=CC(NC1C(C)C)=O (4-hydroxy-5-isopropyl-1,5-dihydro-pyrrol-2-one), C(C1=CC=CC=C1)=O (benzaldehyde), FC=1C=C2C(=CNC2=CC1)C(C)C (5-fluoro-3-isopropyl-1H-indole). Product: FC=1C=C2C(=C(NC2=CC1)C(C=1C(NC(C1O)C(C)C)=O)C1=CC=CC=C1)C(C)C (3-[(5-fluoro-3-isopropyl-1H-indol-2-yl)-phenyl-methyl]-4-hydroxy-5-isopropyl-1,5-dihydro-pyrrol-2-one). RXN SMILES: [OH:1][C:2]1[CH:6]([CH:7]([CH3:9])[CH3:8])[NH:5][C:4](=[O:10])[CH:3]=1.[CH:11](=O)[C:12]1[CH:17]=[CH:16][CH:15]=[CH:14][CH:13]=1.[F:19][C:20]1[CH:21]=[C:22]2[C:26](=[CH:27][CH:28]=1)[NH:25][CH:24]=[C:23]2[CH:29]([CH3:31])[CH3:30]>>[F:19][C:20]1[CH:21]=[C:22]2[C:26](=[CH:27][CH:28]=1)[NH:25][C:24]([CH:11]([C:12]1[CH:17]=[CH:16][CH:15]=[CH:14][CH:13]=1)[C:3]1[C:4](=[O:10])[NH:5][CH:6]([CH:7]([CH3:9])[CH3:8])[C:2]=1[OH:1])=[C:23]2[CH:29]([CH3:31])[CH3:30]. Procedure: Using general procedure C, 4-hydroxy-5-isopropyl-1,5-dihydro-pyrrol-2-one (Lit. 11) was reacted with benzaldehyde and 5-fluoro-3-isopropyl-1H-indole to give 3-[(5-fluoro-3-isopropyl-1H-indol-2-yl)-phenyl-methyl]-4-hydroxy-5-isopropyl-1,5-dihydro-pyrrol-2-one as a orange solid. MS: 405.2 ([M−H]−). Yields the product COC(=O)Cc1ccc(SC)cc1. Reactants: CSc1ccc(CC(=O)O)cc1, C=[N+]=[N-]. As a reaction SMILES: [CH3:1][S:2][c:3]1[cH:4][cH:5][c:6]([CH2:9][C:10](=[O:11])[OH:12])[cH:7][cH:8]1.[N+:13](=[N-:14])=[CH2:15]>>[CH3:1][S:2][c:3]1[cH:4][cH:5][c:6]([CH2:9][C:10]([O:11][CH3:15])=[O:12])[cH:7][cH:8]1. The product is Cc1cc(C)cc(CNc2ccc(Br)cc2)c1. Reaction SMILES: [Br:11][c:12]1[cH:13][cH:14][c:15]([NH2:16])[cH:17][cH:18]1.[C:19](=[O:20])([O-:21])[O-:22].[CH3:1][c:2]1[cH:3][c:4]([CH2:5][Br:6])[cH:7][c:8]([CH3:10])[cH:9]1.[CH3:25][N:26]([CH3:27])[CH:28]=[O:29].[K+:23].[K+:24].[OH2:30]>>[CH3:1][c:2]1[cH:3][c:4]([CH2:5][NH:16][c:15]2[cH:14][cH:13][c:12]([Br:11])[cH:18][cH:17]2)[cH:7][c:8]([CH3:10])[cH:9]1. Reactants: Nc1ccc(Br)cc1, O=C([O-])[O-], Cc1cc(C)cc(CBr)c1, CN(C)C=O, [K+], [K+], O. Reactants: aqueous solution, [OH-].[Na+] (sodium hydroxide), NC1=NC=C(C=C1C=1OC2=C(N1)C=CC=C2C(=O)OC)C=2C=NN(C2)C2CCN(CC2)C(=O)OC(C)(C)C (methyl 2-[2-amino-5-[1-(1-tert-butoxycarbonyl-4-piperidyl)pyrazol-4-yl]-3-pyridyl]-1,3-benzoxazole-7-carboxylate). Run in CO (methanol). Reaction conditions: temperature 50 celsius. The product is NC1=NC=C(C=C1C=1OC2=C(N1)C=CC=C2C(=O)O)C=2C=NN(C2)C2CCN(CC2)C(=O)OC(C)(C)C (2-[2-amino-5-[1-(1-tert-butoxycarbonyl-4-piperidyl)pyrazol-4-yl]-3-pyridyl]-1,3-benzoxazole-7-carboxylic acid). The yield is 91.4%. RXN SMILES: [OH-].[Na+].[NH2:3][C:4]1[C:9]([C:10]2[O:11][C:12]3[C:18]([C:19]([O:21]C)=[O:20])=[CH:17][CH:16]=[CH:15][C:13]=3[N:14]=2)=[CH:8][C:7]([C:23]2[CH:24]=[N:25][N:26]([CH:28]3[CH2:33][CH2:32][N:31]([C:34]([O:36][C:37]([CH3:40])([CH3:39])[CH3:38])=[O:35])[CH2:30][CH2:29]3)[CH:27]=2)=[CH:6][N:5]=1>CO>[NH2:3][C:4]1[C:9]([C:10]2[O:11][C:12]3[C:18]([C:19]([OH:21])=[O:20])=[CH:17][CH:16]=[CH:15][C:13]=3[N:14]=2)=[CH:8][C:7]([C:23]2[CH:24]=[N:25][N:26]([CH:28]3[CH2:29][CH2:30][N:31]([C:34]([O:36][C:37]([CH3:40])([CH3:39])[CH3:38])=[O:35])[CH2:32][CH2:33]3)[CH:27]=2)=[CH:6][N:5]=1 |f:0.1|. Reported procedure: A 3N aqueous solution of sodium hydroxide (0.694 ml) was added to methyl 2-[2-amino-5-[1-(1-tert-butoxycarbonyl-4-piperidyl)pyrazol-4-yl]-3-pyridyl]-1,3-benzoxazole-7-carboxylate (360 mg) dissolved in methanol (5 ml). The resulting solution was heated at 50° C. for 2 hours. The mixture was evaporated to dryness. Water (30 ml) was added and the pH was adjusted to 5 with dilute hydrochloric acid. The resultant solid was filtered, washed with water and dried under reduced pressure to afford 2-[2-am...